Dataset: the Open Reaction Database (ORD), a public repository of structured organic reaction records. Task: describe an organic reaction: reactants, conditions, products, and yield Starting materials: N1=C(C=CC=C1)C1=CC=C(C=O)C=C1 (4-(pyridin-2-yl)benzaldehyde), C(NN)(=O)OC(C)(C)C (tert-butyl carbazate). Yields the product C(C)(C)(C)OC(=O)NN=CC1=CC=C(C=C1)C1=NC=CC=C1 (N-(tert-butoxycarbonyl)-N′-[4-(pyridin-2-yl)phenylmethylidene]hydrazine). As a reaction SMILES: [N:1]1[CH:6]=[CH:5][CH:4]=[CH:3][C:2]=1[C:7]1[CH:14]=[CH:13][C:10]([CH:11]=O)=[CH:9][CH:8]=1.[C:15]([O:19][C:20]([CH3:23])([CH3:22])[CH3:21])(=[O:18])[NH:16][NH2:17]>>[C:20]([O:19][C:15]([NH:16][N:17]=[CH:11][C:10]1[CH:13]=[CH:14][C:7]([C:2]2[CH:3]=[CH:4][CH:5]=[CH:6][N:1]=2)=[CH:8][CH:9]=1)=[O:18])([CH3:23])([CH3:22])[CH3:21]. Procedure: WO97/40029 discloses a production method comprising reacting 4-(pyridin-2-yl)benzaldehyde with tert-butyl carbazate [tBuOC(═O)NHNH2 wherein tBu is tert-butyl] to give N-(tert-butoxycarbonyl)-N′-[4-(pyridin-2-yl)phenylmethylidene]hydrazine, therefor 4-(pyridin-2-yl)benzaldehyde is important as an intermediate for a pharmaceutical product. Starting materials: Nc1cn2cc(Br)sc2n1, CC(C)(C)OC(=O)NC(C(=O)N1CCCC1C(=O)O)c1ccccc1, CC(C)(C)OC(=O)NC(C(=O)N1CCCC1C(=O)Nc1cn2cc(Br)sc2n1)c1ccccc1, Cl. The product is CCOC(=O)NC(C(=O)N1CCCC1C(=O)Nc1cn2cc(Br)sc2n1)c1ccccc1. RXN SMILES: [Br:27][c:28]1[s:29][c:30]2[n:31][c:32]([NH2:33])[cH:34][n:35]2[cH:36]1.[C:1]([O:2][C:3]([NH:4][CH:5]([c:6]1[cH:7][cH:8][cH:9][cH:10][cH:11]1)[C:12]([N:13]1[CH2:14][CH2:15][CH2:16][CH:17]1[C:18]([OH:19])=[O:20])=[O:21])=[O:22])([CH3:23])([CH3:24])[CH3:25].[C:37]([CH3:38])([CH3:39])([CH3:40])[O:41][C:42]([NH:43][CH:44]([C:45](=[O:46])[N:47]1[CH:48]([C:52]([NH:53][c:54]2[n:55][c:56]3[s:57][c:58]([Br:62])[cH:59][n:60]3[cH:61]2)=[O:63])[CH2:49][CH2:50][CH2:51]1)[c:64]1[cH:65][cH:66][cH:67][cH:68][cH:69]1)=[O:70].[ClH:26]>>[CH2:37]([CH3:38])[O:41][C:42]([NH:43][CH:44]([C:45](=[O:46])[N:47]1[CH:48]([C:52]([NH:53][c:54]2[n:55][c:56]3[s:57][c:58]([Br:62])[cH:59][n:60]3[cH:61]2)=[O:63])[CH2:49][CH2:50][CH2:51]1)[c:64]1[cH:65][cH:66][cH:67][cH:68][cH:69]1)=[O:70].